This data is from the Open Reaction Database (ORD), a public repository of structured organic reaction records. The task is: describe an organic reaction: reactants, conditions, products, and yield Starting materials: COC1=C(C#N)C=CC(=C1)CC=O (2-methoxy-4-(2-oxoethyl)benzonitrile), solution, C[Mg]Br (methylmagnesium bromide). Run in ClCCl (dichloromethane), C1CCOC1 (THF). Conditions: time 12 hour. Yields the product OC(CC1=CC(=C(C#N)C=C1)OC)C (4-(2-hydroxypropyl)-2-methoxybenzonitrile). As a reaction SMILES: [CH3:1][O:2][C:3]1[CH:10]=[C:9]([CH2:11][CH:12]=[O:13])[CH:8]=[CH:7][C:4]=1[C:5]#[N:6].[CH3:14][Mg]Br>ClCCl.C1COCC1>[OH:13][CH:12]([CH3:14])[CH2:11][C:9]1[CH:8]=[CH:7][C:4]([C:5]#[N:6])=[C:3]([O:2][CH3:1])[CH:10]=1. Reported procedure: To a stirred solution of 2-methoxy-4-(2-oxoethyl)benzonitrile (1.5 g, 8.5 mmol) in dichloromethane (30 mL) at 0° C. was added 2.8 mL (8.5 mmol) of a 3.0 M solution of methylmagnesium bromide in THF. The reaction mixture was allowed to warm up to rt and stirred for 12 h. The reaction was then quenched by the addition of 10 mL of 1 N hydrochloric acid and extracted with dichloromethane (2×30 mL). The combined organic extracts were dried with magnesium sulfate, filtered, and concentrated in vacuo. ... Reactants: CN(C1CN(CC1)C1=CC=C(C=C1)NC(=O)C1CCNCC1)C (Piperidine-4-carboxylic acid [4-(3-dimethylaminopyrrolidin-1-yl)phenyl]-amide), ClC1=NC=CC=C1 (2-chloropyridine), ClC1=NC=CC=C1 (2-Chloropyridine). Conditions: temperature 160 celsius. Product: CN(C1CN(CC1)C1=CC=C(C=C1)NC(=O)C1CCN(CC1)C1=NC=CC=C1)C (3,4,5,6-Tetrahydro-2H-[1,2′]bipyridinyl-4-carboxylic acid [4-(3-dimethylaminopyrrolidin-1-yl)phenyl]amide). RXN SMILES: [CH3:1][N:2]([CH3:23])[CH:3]1[CH2:7][CH2:6][N:5]([C:8]2[CH:13]=[CH:12][C:11]([NH:14][C:15]([CH:17]3[CH2:22][CH2:21][NH:20][CH2:19][CH2:18]3)=[O:16])=[CH:10][CH:9]=2)[CH2:4]1.Cl[C:25]1[CH:30]=[CH:29][CH:28]=[CH:27][N:26]=1>>[CH3:1][N:2]([CH3:23])[CH:3]1[CH2:7][CH2:6][N:5]([C:8]2[CH:9]=[CH:10][C:11]([NH:14][C:15]([CH:17]3[CH2:22][CH2:21][N:20]([C:25]4[CH:30]=[CH:29][CH:28]=[CH:27][N:26]=4)[CH2:19][CH2:18]3)=[O:16])=[CH:12][CH:13]=2)[CH2:4]1. Procedure details: Piperidine-4-carboxylic acid [4-(3-dimethylaminopyrrolidin-1-yl)phenyl]-amide (30 mg) and 2-chloropyridine (90 mg) were heated at 160° C. for 2 hours. 2-Chloropyridine (0.2 ml) was added and the mixture was again heated at 160° C. for 4 hours. The cooled crude mixture was purified by chromatography (silica gel, eluent: ethyl acetate/ammonia (3N in methanol)). This resulted in the product with the molecular weight of 393.54 (C23H31N5O); MS (ESI): 394 (M+H+). Starting materials: [OH-].[Na+] (Sodium hydroxide), C(C)OC(=O)C1=CSC(=C1)C1CCCCC1 (5-(cyclohexyl)-thiophene-3-carboxylic acid ethyl ester). The solvent is IMS, O (Water). Yields the product C1(CCCCC1)C1=CC(=CS1)C(=O)O (5-(Cyclohexyl)-thiophene-3-carboxylic acid). Yield: 107.5%. Reaction SMILES: [OH-].[Na+].C([O:5][C:6]([C:8]1[CH:12]=[C:11]([CH:13]2[CH2:18][CH2:17][CH2:16][CH2:15][CH2:14]2)[S:10][CH:9]=1)=[O:7])C>O>[CH:13]1([C:11]2[S:10][CH:9]=[C:8]([C:6]([OH:7])=[O:5])[CH:12]=2)[CH2:14][CH2:15][CH2:16][CH2:17][CH2:18]1 |f:0.1|. Procedure details: Sodium hydroxide (1 N, 2.5 mL) was added to 5-(cyclohexyl)-thiophene-3-carboxylic acid ethyl ester (0.485 g) in IMS (3 mL). The reaction was irradiated in a microwave at 140° C. for 10 minutes. Water was added (5 mL) and the mixture washed with DCM. The aqueous layer was acidified to pH 1 and extracted with DCM. The organic solution was dried over magnesium sulphate, filtered and the solvent removed to give the title compound (460 mg, 86%). Recrystallisation from IMS/water gave a red solid (0.2 ... Starting materials: BrC=1N=NC(=CC1)Br (3,6-dibromo-pyridazine), palladacycle, C(C)(C)(C)P(C(C)(C)C)C(C)(C)C (tri-tert-butylphosphine), C([O-])([O-])=O.[K+].[K+] (potassium carbonate), C(CCO)O (1,3-propanediol), [OH-].[Na+] (sodium hydroxide), S1C=C(C=C1)B(O)O (3-Thienyl boronic acid). Reagents/catalysts: C(C)(=O)[O-].[Pd+2].C(C)(=O)[O-] (palladium acetate). The solvent is O1CCOCC1 (1,4-dioxane). Yields the product BrC=1N=NC(=CC1)C1=CSC=C1 (3-Bromo-6-thien-3-yl-pyridazine). As a reaction SMILES: [Br:1][C:2]1[N:3]=[N:4][C:5](Br)=[CH:6][CH:7]=1.C(P(C(C)(C)C)C(C)(C)C)(C)(C)C.C(=O)([O-])[O-].[K+].[K+].C(O)CCO.[S:33]1[CH:37]=[CH:36][C:35](B(O)O)=[CH:34]1.[OH-].[Na+]>C([O-])(=O)C.[Pd+2].C([O-])(=O)C.O1CCOCC1>[Br:1][C:2]1[N:3]=[N:4][C:5]([C:35]2[CH:36]=[CH:37][S:33][CH:34]=2)=[CH:6][CH:7]=1 |f:2.3.4,7.8,9.10.11|. Reported procedure: A mixture of 3,6-dibromo-pyridazine (8.45 g, 35.5 mmol), palladacycle (0.66 g, 0.71 mmol), palladium acetate (0.16 g, 0.71 mmol), tri-tert-butylphosphine (0.35 ml, 1.42 mmol), aqueous potassium carbonate (2 M, 107 mmol), 1,3-propanediol (7.7 ml, 107 mmol) and 1,4-dioxane (100 ml) was stirred at reflux for 1 hour. 3-Thienyl boronic acid (5.0 g, 39.0 mmol) was added and the mixture was stirred at reflux for 7 days. Aqueous sodium hydroxide (50 ml, 1M) was added and the mixture was extracted with e... Reactants: OCCN1CCN(CC1)CCCNC(SC)=S (methyl N-[3-[4-(2-hydroxy-ethyl)-1-piperazinyl]-propyl]-dithiocarbamate), [N-]=[N+]=[N-].[Na+] (sodium azide). The solvent is O (water), C(C)O (ethanol). Run at time 4 hour. The product is OCCN1CCN(CC1)CCCN1N=NN=C1S (1-[3-[4-(2-hydroxy-ethyl)-1-piperazinyl]propyl]-1H-tetrazole-5-thiol). Yield: 28.6%. RXN SMILES: [OH:1][CH2:2][CH2:3][N:4]1[CH2:9][CH2:8][N:7]([CH2:10][CH2:11][CH2:12][NH:13][C:14](=[S:17])SC)[CH2:6][CH2:5]1.[N-:18]=[N+:19]=[N-:20].[Na+]>O.C(O)C>[OH:1][CH2:2][CH2:3][N:4]1[CH2:9][CH2:8][N:7]([CH2:10][CH2:11][CH2:12][N:13]2[C:14]([SH:17])=[N:20][N:19]=[N:18]2)[CH2:6][CH2:5]1 |f:1.2|. Reported procedure: To a solution of methyl N-[3-[4-(2-hydroxy-ethyl)-1-piperazinyl]-propyl]-dithiocarbamate (4.8 g) in a mixture of water (15 ml) and ethanol (10 ml) was added sodium azide (1.5 g). The resulting mixture was refluxed with stirring for 4 hours. The reaction mixture was concentrated under reduced pressure. The concentrate was disolved in water and the solution was washed successively with ethyl acetate and diethyl ether and then evaporated. To the residue was added ethanol and the mixture was filtere...